Dataset: the Open Reaction Database (ORD), a public repository of structured organic reaction records. Task: describe an organic reaction: reactants, conditions, products, and yield The reactants are CS(=O)(=O)Cl, CS(=O)(=O)c1ccc(-c2cc(C(N)=O)sc2-c2ccc(F)cc2)cc1, c1ccncc1. Yields the product CS(=O)(=O)c1ccc(-c2cc(C#N)sc2-c2ccc(F)cc2)cc1. RXN SMILES: [CH3:26][S:27](=[O:28])(=[O:29])[Cl:30].[F:1][c:2]1[cH:3][cH:4][c:5](-[c:8]2[c:9](-[c:16]3[cH:17][cH:18][c:19]([S:22](=[O:23])(=[O:24])[CH3:25])[cH:20][cH:21]3)[cH:10][c:11]([C:13](=[O:14])[NH2:15])[s:12]2)[cH:6][cH:7]1.[cH:31]1[cH:32][cH:33][n:34][cH:35][cH:36]1>>[F:1][c:2]1[cH:3][cH:4][c:5](-[c:8]2[c:9](-[c:16]3[cH:17][cH:18][c:19]([S:22](=[O:23])(=[O:24])[CH3:25])[cH:20][cH:21]3)[cH:10][c:11]([C:13]#[N:15])[s:12]2)[cH:6][cH:7]1. The reactants are OCC1CN(Cc2ccccc2)CCN1Cc1ccccc1, CCN(CC)S(F)(F)F, ClCCl, [Na+], [OH-], O. Product: FCC1CN(Cc2ccccc2)CCN1Cc1ccccc1. As a reaction SMILES: [CH2:10]([c:11]1[cH:12][cH:13][cH:14][cH:15][cH:16]1)[N:17]1[CH:18]([CH2:30][OH:31])[CH2:19][N:20]([CH2:23][c:24]2[cH:25][cH:26][cH:27][cH:28][cH:29]2)[CH2:21][CH2:22]1.[CH2:1]([N:2]([S:3]([F:4])([F:5])[F:7])[CH2:6][CH3:8])[CH3:9].[Cl:35][CH2:36][Cl:37].[Na+:34].[OH-:33].[OH2:32]>>[F:7][CH2:30][CH:18]1[N:17]([CH2:10][c:11]2[cH:12][cH:13][cH:14][cH:15][cH:16]2)[CH2:22][CH2:21][N:20]([CH2:23][c:24]2[cH:25][cH:26][cH:27][cH:28][cH:29]2)[CH2:19]1. Reactants: CC(C)(C)[Si](OCC1CNC1)(c1ccccc1)c1ccccc1, CC#N, COC(=O)C1CO1. Product: COC(=O)C(O)CN1CC(CO[Si](c2ccccc2)(c2ccccc2)C(C)(C)C)C1. As a reaction SMILES: [C:1]([CH3:2])([CH3:3])([CH3:4])[Si:5]([O:6][CH2:7][CH:8]1[CH2:9][NH:10][CH2:11]1)([c:12]1[cH:13][cH:14][cH:15][cH:16][cH:17]1)[c:18]1[cH:19][cH:20][cH:21][cH:22][cH:23]1.[CH3:31][C:32]#[N:33].[O:24]1[CH:25]([C:27](=[O:28])[O:29][CH3:30])[CH2:26]1>>[C:1]([CH3:2])([CH3:3])([CH3:4])[Si:5]([O:6][CH2:7][CH:8]1[CH2:9][N:10]([CH2:26][CH:25]([OH:24])[C:27](=[O:28])[O:29][CH3:30])[CH2:11]1)([c:12]1[cH:13][cH:14][cH:15][cH:16][cH:17]1)[c:18]1[cH:19][cH:20][cH:21][cH:22][cH:23]1. The reactants are FC1=CC=C(C=C1)CCC(CC(=O)C=1C=C(C#N)C=CC1)=O (3-[5-(4-fluorophenyl)-3-oxo-pentanoyl]-benzonitrile), C(=O)([O-])[O-].[K+].[K+] (K2CO3), CI (MeI). Solvent: CC(=O)C (acetone). Conditions: temperature 60 celsius. Product: FC1=CC=C(C=C1)CCC(C(C(=O)C=1C=C(C#N)C=CC1)C)=O (3-[5-(4-Fluorophenyl)-2-methyl-3-oxo-pentanoyl]-benzonitrile). The yield is 60.1%. As a reaction SMILES: [F:1][C:2]1[CH:7]=[CH:6][C:5]([CH2:8][CH2:9][C:10](=[O:22])[CH2:11][C:12]([C:14]2[CH:15]=[C:16]([CH:19]=[CH:20][CH:21]=2)[C:17]#[N:18])=[O:13])=[CH:4][CH:3]=1.[C:23]([O-])([O-])=O.[K+].[K+].CI>CC(C)=O>[F:1][C:2]1[CH:7]=[CH:6][C:5]([CH2:8][CH2:9][C:10](=[O:22])[CH:11]([CH3:23])[C:12]([C:14]2[CH:15]=[C:16]([CH:19]=[CH:20][CH:21]=2)[C:17]#[N:18])=[O:13])=[CH:4][CH:3]=1 |f:1.2.3|. Reported procedure: A mixture of 3-[5-(4-fluorophenyl)-3-oxo-pentanoyl]-benzonitrile (Example 6 Step 1) (1.0 g, 3.39 mmol), K2CO3 (469 mg, 3.39 mmol), MeI (264 μL, 4.23 mmol) and acetone (25 mL) was heated at 60° C. for 36 hours and then concentrated under reduced pressure. The residue was partitioned between H2O (20 mL) and Et2O (80 mL) and acidified to pH=3 using 2 M HCl solution. The organics were separated and concentrated under reduced pressure. The residue was purified by column chromatography on silica using... Starting materials: C1(=CC=CC=C1)C1=C(C(=NC2=C3N=CC=C(C3=CC=C12)C1=CC=CC=C1)S(=O)(=O)O)S(=O)(=O)O (4, 7-Diphenyl-1, 10-phenanthrolinedisulfonic acid), [Na][Na] (disodium). The product is C1(=CC=CC=C1)C1=CC=NC2=C3N=CC=C(C3=CC=C12)C1=CC=CC=C1 (4, 7-Diphenyl-1, 10-phenanthroline). Reaction SMILES: [C:1]1([C:7]2[C:20]3[C:11](=[C:12]4[C:17](=[CH:18][CH:19]=3)[C:16]([C:21]3[CH:26]=[CH:25][CH:24]=[CH:23][CH:22]=3)=[CH:15][CH:14]=[N:13]4)[N:10]=[C:9](S(O)(=O)=O)[C:8]=2S(O)(=O)=O)[CH:6]=[CH:5][CH:4]=[CH:3][CH:2]=1.[Na][Na]>>[C:1]1([C:7]2[C:20]3[C:11](=[C:12]4[C:17](=[CH:18][CH:19]=3)[C:16]([C:21]3[CH:22]=[CH:23][CH:24]=[CH:25][CH:26]=3)=[CH:15][CH:14]=[N:13]4)[N:10]=[CH:9][CH:8]=2)[CH:6]=[CH:5][CH:4]=[CH:3][CH:2]=1. Procedure details: 4, 7-Diphenyl-1, 10-phenanthrolinedisulfonic acid, disodium salt As a reaction SMILES: [C:38](=[O:39])([OH:40])[O-:41].[CH3:13][Si:14]([N-:15][Si:16]([CH3:17])([CH3:18])[CH3:19])([CH3:20])[CH3:21].[CH3:33][N:34]([CH3:35])[CH:36]=[O:37].[I:28][CH2:29][CH2:30][CH2:31][CH3:32].[NH2:1][c:2]1[c:3]([C:8](=[O:9])[O:10][CH2:11][CH3:12])[cH:4][n:5][n:6]1[CH3:7].[Na+:22].[Na+:42].[O:23]1[CH2:24][CH2:25][CH2:26][CH2:27]1>>[NH:1]([c:2]1[c:3]([C:8](=[O:9])[O:10][CH2:11][CH3:12])[cH:4][n:5][n:6]1[CH3:7])[CH2:24][CH2:25][CH2:26][CH3:27]. Reactants: O=C([O-])O, C[Si](C)(C)[N-][Si](C)(C)C, CN(C)C=O, CCCCI, CCOC(=O)c1cnn(C)c1N, [Na+], [Na+], C1CCOC1. The product is CCCCNc1c(C(=O)OCC)cnn1C. The reactants are FC(C(=O)[O-])(F)F.C[N+]1=CC(=CC=C1)C(NCCC1=CC(=C(C=C1)OC(C(C)C)=O)OC(C(C)C)=O)=O (1-methyl-3-{N-[[β-[3,4-bis(isobutyryloxy)phenyl]ethyl]]}carbamoylpyridinium trifluoroacetate), CO (methanol), C(=O)(O)[O-].[Na+] (NaHCO3), ice, S(=O)([O-])S(=O)[O-].[Na+].[Na+] (sodium dithionite). Run in O (water), CCOCC (ether), C(C)OCC (ethyl ether). Conditions: time 30 minute. The product is CN1C=C(CC=C1)C(NCCC1=CC(=C(C=C1)OC(C(C)C)=O)OC(C(C)C)=O)=O (1-Methyl-3-{N-[[β-[3,4-bis(isobutyryloxy)phenyl]ethyl]]}carbamoyl-1,4-dihydropyridine). RXN SMILES: FC(F)(F)C([O-])=O.[CH3:8][N+:9]1[CH:14]=[CH:13][CH:12]=[C:11]([C:15](=[O:37])[NH:16][CH2:17][CH2:18][C:19]2[CH:24]=[CH:23][C:22]([O:25][C:26](=[O:30])[CH:27]([CH3:29])[CH3:28])=[C:21]([O:31][C:32](=[O:36])[CH:33]([CH3:35])[CH3:34])[CH:20]=2)[CH:10]=1.CO.C([O-])(O)=O.[Na+].S(S([O-])=O)([O-])=O.[Na+].[Na+]>O.CCOCC>[CH3:8][N:9]1[CH:14]=[CH:13][CH2:12][C:11]([C:15](=[O:37])[NH:16][CH2:17][CH2:18][C:19]2[CH:24]=[CH:23][C:22]([O:25][C:26](=[O:30])[CH:27]([CH3:29])[CH3:28])=[C:21]([O:31][C:32](=[O:36])[CH:33]([CH3:35])[CH3:34])[CH:20]=2)=[CH:10]1 |f:0.1,3.4,5.6.7|. Procedure details: A solution of 0.55 g (1 mmol) of 1-methyl-3-{N-[[β-[3,4-bis(isobutyryloxy)phenyl]ethyl]]}carbamoylpyridinium trifluoroacetate in 50 ml of deaerated water containing 10 ml of methanol was extracted three times with 30 ml portions of ether. To the resultant aqueous solution were added NaHCO3 (0.25 g, 3 mmol) and 50 ml of ethyl ether and the mixture was kept under nitrogen. To this ice-cold mixture was added sodium dithionite (0.52 g, 3 mmol) and the mixture was stirred vigorously for 30 minutes. T... Starting materials: [N+](=O)([O-])C1=CC=C(C=O)C=C1 (p-nitrobenzaldehyde), Cl.C1(=CC=CC=C1)N(N)C1=CC=CC=C1 (N,N-diphenylhydrazine hydrochloride). The reagents and catalysts are C(C)(=O)[O-].[K+] (potassium acetate). Run in C(C)O (ethanol). Yields the product C1(=CC=CC=C1)N(N=CC1=CC=C(C=C1)[N+](=O)[O-])C1=CC=CC=C1 (p-nitrobenzaldehyde-N,N-diphenylhydrazone). Reaction SMILES: [N+:1]([C:4]1[CH:11]=[CH:10][C:7]([CH:8]=O)=[CH:6][CH:5]=1)([O-:3])=[O:2].Cl.[C:13]1([N:19]([C:21]2[CH:26]=[CH:25][CH:24]=[CH:23][CH:22]=2)[NH2:20])[CH:18]=[CH:17][CH:16]=[CH:15][CH:14]=1>C([O-])(=O)C.[K+].C(O)C>[C:13]1([N:19]([C:21]2[CH:26]=[CH:25][CH:24]=[CH:23][CH:22]=2)[N:20]=[CH:8][C:7]2[CH:10]=[CH:11][C:4]([N+:1]([O-:3])=[O:2])=[CH:5][CH:6]=2)[CH:14]=[CH:15][CH:16]=[CH:17][CH:18]=1 |f:1.2,3.4|. Procedure details: p-nitrobenzaldehyde and N,N-diphenylhydrazine hydrochloride were heated in the presence of potassium acetate as a catalyst in ethanol to obtain p-nitrobenzaldehyde-N,N-diphenylhydrazone. Starting materials: COCC1=CN(C=C1)C=1C=CC(=C(C1)N)[N+](=O)[O-] (5-(3-methoxymethyl-pyrrol-1-yl)-2-nitro-phenylamine), CC1(OC(C=C(O1)C=1C=C(C#N)C=CC1)=O)C (3-(2,2-dimethyl-6-oxo-6H-[1,3]dioxin-4-yl)-benzonitrile). Product: C(#N)C=1C=C(C=CC1)C(CC(=O)NC1=C(C=CC(=C1)N1C=C(C=C1)COC)[N+](=O)[O-])=O (3-(3-Cyano-phenyl)-N-[5-(3-methoxymethyl-pyrrol-1-yl)-2-nitro-phenyl]-3-oxo-propionamide), solid. As a reaction SMILES: [CH3:1][O:2][CH2:3][C:4]1[CH:8]=[CH:7][N:6]([C:9]2[CH:10]=[CH:11][C:12]([N+:16]([O-:18])=[O:17])=[C:13]([NH2:15])[CH:14]=2)[CH:5]=1.CC1(C)[O:25][C:24]([C:26]2[CH:27]=[C:28]([CH:31]=[CH:32][CH:33]=2)[C:29]#[N:30])=[CH:23][C:22](=O)[O:21]1>>[C:29]([C:28]1[CH:27]=[C:26]([C:24](=[O:25])[CH2:23][C:22]([NH:15][C:13]2[CH:14]=[C:9]([N:6]3[CH:7]=[CH:8][C:4]([CH2:3][O:2][CH3:1])=[CH:5]3)[CH:10]=[CH:11][C:12]=2[N+:16]([O-:18])=[O:17])=[O:21])[CH:33]=[CH:32][CH:31]=1)#[N:30]. Procedure details: The title compound was prepared from 5-(3-methoxymethyl-pyrrol-1-yl)-2-nitro-phenylamine (Example F7) and 3-(2,2-dimethyl-6-oxo-6H-[1,3]dioxin-4-yl)-benzonitrile (Example L1) according to the general procedure M. Obtained as a yellow solid (102 mg).